From a dataset of the Open Reaction Database (ORD), a public repository of structured organic reaction records. describe an organic reaction: reactants, conditions, products, and yield Conditions: time 2 hour. The product is C1(=CC=CC=C1)C1=NN(C(=N1)CC#N)C=1C=NC=CC1 (2-(3-Phenyl-1-(pyridin-3-yl)-1H-1,2,4-triazol-5-yl)acetonitrile). The reactants are [C-]#N.[K+] (potassium cyanide), BrCC1=NC(=NN1C=1C=NC=CC1)C1=CC=CC=C1 (3-(5-(bromomethyl)-3-phenyl-1H-1,2,4-triazol-1-yl)pyridine), O (water). Procedure: A mixture of potassium cyanide (30.7 mg, 472 μmol) and 3-(5-(bromomethyl)-3-phenyl-1H-1,2,4-triazol-1-yl)pyridine (124 mg, 393 μmol) in DMSO (3 mL) was stirred at RT for 2 h. The reaction mixture was poured into water (20 mL) and extracted with ethyl acetate (2×25 mL). The combined organic phase was washed with water and brine, dried, filtrated and evaporated. The product was obtained after purification by flash chromatography (using silica gel and an ethyl acetate/heptane gradient) as light bro... Solvent: CS(=O)C (DMSO). Reaction SMILES: [C-:1]#[N:2].[K+].Br[CH2:5][C:6]1[N:10]([C:11]2[CH:12]=[N:13][CH:14]=[CH:15][CH:16]=2)[N:9]=[C:8]([C:17]2[CH:22]=[CH:21][CH:20]=[CH:19][CH:18]=2)[N:7]=1.O>CS(C)=O>[C:17]1([C:8]2[N:7]=[C:6]([CH2:5][C:1]#[N:2])[N:10]([C:11]3[CH:12]=[N:13][CH:14]=[CH:15][CH:16]=3)[N:9]=2)[CH:22]=[CH:21][CH:20]=[CH:19][CH:18]=1 |f:0.1|. Reactants: ClCCl, COc1ccc(C2=NOC(CCC=O)C2)cc1OC, c1ccc(C(c2ccccc2)N2CCNCC2)cc1. Yields the product COc1ccc(C2=NOC(CCCN3CCN(C(c4ccccc4)c4ccccc4)CC3)C2)cc1OC. Reaction SMILES: [CH2:39]([Cl:40])[Cl:41].[CH3:1][O:2][c:3]1[cH:4][c:5]([C:11]2=[N:12][O:13][CH:14]([CH2:16][CH2:17][CH:18]=[O:19])[CH2:15]2)[cH:6][cH:7][c:8]1[O:9][CH3:10].[c:20]1([CH:26]([N:27]2[CH2:28][CH2:29][NH:30][CH2:31][CH2:32]2)[c:33]2[cH:34][cH:35][cH:36][cH:37][cH:38]2)[cH:21][cH:22][cH:23][cH:24][cH:25]1>>[CH3:1][O:2][c:3]1[cH:4][c:5]([C:11]2=[N:12][O:13][CH:14]([CH2:16][CH2:17][CH2:18][N:30]3[CH2:29][CH2:28][N:27]([CH:26]([c:20]4[cH:21][cH:22][cH:23][cH:24][cH:25]4)[c:33]4[cH:34][cH:35][cH:36][cH:37][cH:38]4)[CH2:32][CH2:31]3)[CH2:15]2)[cH:6][cH:7][c:8]1[O:9][CH3:10]. Starting materials: O=C([O-])[O-], COc1cc2c(Cl)ncnc2cc1OCc1ccccc1, CN1CCCC1=O, Cc1cc2c(F)c(O)ccc2[nH]1, [K+], [K+]. Yields the product COc1cc2c(Oc3ccc4[nH]c(C)cc4c3F)ncnc2cc1OCc1ccccc1. Reaction SMILES: [C:34](=[O:35])([O-:36])[O-:37].[CH2:1]([c:2]1[cH:3][cH:4][cH:5][cH:6][cH:7]1)[O:8][c:9]1[c:10]([O:20][CH3:21])[cH:11][c:12]2[c:13]([Cl:19])[n:14][cH:15][n:16][c:17]2[cH:18]1.[CH3:40][N:41]1[CH2:42][CH2:43][CH2:44][C:45]1=[O:46].[F:22][c:23]1[c:24]2[cH:25][c:26]([CH3:33])[nH:27][c:28]2[cH:29][cH:30][c:31]1[OH:32].[K+:38].[K+:39]>>[CH2:1]([c:2]1[cH:3][cH:4][cH:5][cH:6][cH:7]1)[O:8][c:9]1[c:10]([O:20][CH3:21])[cH:11][c:12]2[c:13]([O:32][c:31]3[c:23]([F:22])[c:24]4[cH:25][c:26]([CH3:33])[nH:27][c:28]4[cH:29][cH:30]3)[n:14][cH:15][n:16][c:17]2[cH:18]1. Starting materials: Brc1ccc(Br)cc1, [Li]CCCC, CCOCC, Fc1ccccn1. Product: Brc1ccc(-c2ccccn2)cc1. As a reaction SMILES: [Br:1][c:2]1[cH:3][cH:4][c:5]([Br:6])[cH:7][cH:8]1.[CH2:9]([Li:10])[CH2:11][CH2:12][CH3:13].[CH3:21][CH2:22][O:23][CH2:24][CH3:25].[F:14][c:15]1[n:16][cH:17][cH:18][cH:19][cH:20]1>>[c:2]1(-[c:15]2[n:16][cH:17][cH:18][cH:19][cH:20]2)[cH:3][cH:4][c:5]([Br:6])[cH:7][cH:8]1. The product is C(#N)C=1C=NC=CC1C(F)(F)F (3-Cyano-4-trifluoromethylpyridine). Run in CO (methanol). Yield: 32.7%. The reactants are FC(C(C=CNC=CC#N)=O)(F)F (3-[(4,4,4-Trifluoro-3-oxo-1-butenyl)amino]-2-propenenitrile), CCCCCC.C(C)(=O)OCC (hexane ethyl acetate), C([O-])([O-])=O.[K+].[K+] (potassium carbonate). Procedure: 3-[(4,4,4-Trifluoro-3-oxo-1-butenyl)amino]-2-propenenitrile (a mixture of IIa and IIb; 1.90 g, 10 mmol) was dissolved in methanol (20 ml), and potassium carbonate (2.10 g, 15 mmol) was added. The mixture was heated under reflux for 2 hours. The reaction solution was concentrated under reduced pressure. The resulting residue was purified by silica gel column chromatography (a eluting solvent: hexane/ethyl acetate=3/1) to obtain 653 mg (yield 32.7%) of the title compound. RXN SMILES: [F:1][C:2]([F:13])([F:12])[C:3](=O)[CH:4]=[CH:5][NH:6][CH:7]=[CH:8][C:9]#[N:10].C(=O)([O-])[O-].[K+].[K+].CCCCCC.C(OCC)(=O)C>CO>[C:9]([C:8]1[CH:7]=[N:6][CH:5]=[CH:4][C:3]=1[C:2]([F:13])([F:12])[F:1])#[N:10] |f:1.2.3,4.5|. Reactants: [Ca+2], O=C([O-])[O-], OCC1OC(OC2OC(CO)C(O)C(O)C2O)C(O)C(O)C1O. Yields the product O, OCC1OC(OC2OC(CO)C(O)C(O)C2O)C(O)C(O)C1O. As a reaction SMILES: [Ca+2:1].[O-:2][C:3](=[O:4])[O-:5].[OH:6][CH2:7][CH:8]1[O:9][CH:10]([O:11][CH:12]2[O:13][CH:14]([CH2:15][OH:16])[CH:17]([OH:18])[CH:19]([OH:20])[CH:21]2[OH:22])[CH:23]([OH:24])[CH:25]([OH:26])[CH:27]1[OH:28]>>[OH2:2].[OH:6][CH2:7][CH:8]1[O:9][CH:10]([O:11][CH:12]2[O:13][CH:14]([CH2:15][OH:16])[CH:17]([OH:18])[CH:19]([OH:20])[CH:21]2[OH:22])[CH:23]([OH:24])[CH:25]([OH:26])[CH:27]1[OH:28]. Reactants: CCOC(=O)OC(=O)OCC, CCOC(=O)n1nc2c(Cl)ccc(Cl)c2c1N. Yields the product Nc1n[nH]c2c(Cl)ccc(Cl)c12. As a reaction SMILES: [CH2:18]([O:19][C:20]([O:21][C:22]([O:23][CH2:24][CH3:25])=[O:26])=[O:27])[CH3:28].[CH2:1]([O:2][C:3](=[O:4])[n:6]1[n:7][c:8]2[c:9]([Cl:17])[cH:10][cH:11][c:12]([Cl:16])[c:13]2[c:14]1[NH2:15])[CH3:5]>>[n:6]1[nH:7][c:8]2[c:9]([Cl:17])[cH:10][cH:11][c:12]([Cl:16])[c:13]2[c:14]1[NH2:15]. Starting materials: C(#N)C1=CC=C(OC[C@@H](COS(=O)(=O)C)O)C=C1 ((2S)-1-(4-cyanophenoxy)-3-methanesulfonyloxy propane-2-ol), C(C)NCCCSCCC (ethyl (3-propylthio)propylamine), C([O-])([O-])=O.[K+].[K+] (potassium carbonate), Cl (hydrochloric acid). Run in CO (CH3OH), CCOCC (ether), C(C)#N (acetonitrile), CO.ClCCl (methanol dichloromethane). The product is C(C)N(C[C@H](COC1=CC=C(C#N)C=C1)O)CCCSCCC (4-[3-[ethyl[3-(propylthio)propyl]amino]-2(R)-hydroxy-propoxy]benzonitrile). Isolated yield 71.0%. As a reaction SMILES: [C:1]([C:3]1[CH:18]=[CH:17][C:6]([O:7][CH2:8][C@H:9]([OH:16])[CH2:10]OS(C)(=O)=O)=[CH:5][CH:4]=1)#[N:2].[CH2:19]([NH:21][CH2:22][CH2:23][CH2:24][S:25][CH2:26][CH2:27][CH3:28])[CH3:20].C(=O)([O-])[O-].[K+].[K+].Cl>CO.CO.ClCCl.CCOCC.C(#N)C>[CH2:19]([N:21]([CH2:22][CH2:23][CH2:24][S:25][CH2:26][CH2:27][CH3:28])[CH2:10][C@@H:9]([OH:16])[CH2:8][O:7][C:6]1[CH:5]=[CH:4][C:3]([C:1]#[N:2])=[CH:18][CH:17]=1)[CH3:20] |f:2.3.4,7.8|. Reported procedure: 11.7 g of (2S)-1-(4-cyanophenoxy)-3-methanesulfonyloxy propane-2-ol, was stirred and refluxed overnight with ethyl (3-propylthio)propylamine (13.9 g), potassium carbonate (12.6 g) and acetonitrile (100 ml). Filtration and evaporation gave 21.5 g of crude product which was distributed between ether and 2 M hydrochloric acid. The aqueous layer was extracted three times with dichloromethane, in which it was present as an ion pair. Evaporation and distribution between ether and 1 M sodium hydroxide ...